describe an organic reaction: reactants, conditions, products, and yield From a dataset of the Open Reaction Database (ORD), a public repository of structured organic reaction records. The reactants are O=c1c(Br)cc(-c2ccccn2)cn1-c1ccccc1, CN(C)C=O, Sc1ccc(Cl)cc1, I[Cu]I, N, [Na+], [OH-], O. As a reaction SMILES: [Br:1][c:2]1[c:3](=[O:20])[n:4](-[c:14]2[cH:15][cH:16][cH:17][cH:18][cH:19]2)[cH:5][c:6](-[c:8]2[n:9][cH:10][cH:11][cH:12][cH:13]2)[cH:7]1.[CH3:32][N:33]([CH3:34])[CH:35]=[O:36].[Cl:21][c:22]1[cH:23][cH:24][c:25]([SH:28])[cH:26][cH:27]1.[Cu:37]([I:38])[I:39].[NH3:31].[Na+:30].[OH-:29].[OH2:40]>>[c:2]1([S:28][c:25]2[cH:24][cH:23][c:22]([Cl:21])[cH:27][cH:26]2)[c:3](=[O:20])[n:4](-[c:14]2[cH:15][cH:16][cH:17][cH:18][cH:19]2)[cH:5][c:6](-[c:8]2[n:9][cH:10][cH:11][cH:12][cH:13]2)[cH:7]1. Product: O=c1c(Sc2ccc(Cl)cc2)cc(-c2ccccn2)cn1-c1ccccc1. Reactants: C(C)(=O)OC(C)=O (acetic anhydride), ClC1=C([N+](=CC=C1OC)[O-])C (3-chloro-4-methoxy-2-picoline-N-oxide), CO (methanol). Run in C(C)(=O)O (acetic acid). Conditions: temperature 90 celsius. Product: ClC=1C(=NC=CC1OC)CO (3-Chloro-2-hydroxymethyl-4-methoxypyridine). As a reaction SMILES: [Cl:1][C:2]1[C:7]([O:8][CH3:9])=[CH:6][CH:5]=[N+:4]([O-])[C:3]=1[CH3:11].C(OC(=O)C)(=[O:14])C.CO>C(O)(=O)C>[Cl:1][C:2]1[C:3]([CH2:11][OH:14])=[N:4][CH:5]=[CH:6][C:7]=1[O:8][CH3:9]. Procedure details: 5.8 g of 3-chloro-4-methoxy-2-picoline-N-oxide were dissolved in 8 ml of glacial acetic acid and, while stirring at 90° C., 14 ml of acetic anhydride were added. The mixture was heated at 110°-115° C. for 2 hours and then cooled to 80° C. and 25 ml of methanol were added dropwise. The solvent was then removed by distillation under reduced pressure, and subsequently 20 ml of water and 8 g of sodium hydroxide were added in small portions to the residue, and this mixture was heated to reflux for 2 ... The reactants are [OH-].[Na+] (sodium hydroxide), O (water), C(C)(=O)C1C(CC(C(C1C1=CC(=CC(=C1)F)F)C(C)=O)(C)O)=O (2,4-diacetyl-3-(3,5-difluorophenyl)-5-hydroxy-5-methyl-1-cyclohexanone). Run in C(C)O (ethanol). The product is FC=1C=C(C=C(C1)F)C(CC(=O)O)CC(=O)O (3-(3,5-difluorophenyl)glutaric acid). Isolated yield 33.0%. RXN SMILES: [OH-:1].[Na+].[OH2:3].C([CH:7]1[CH:12]([C:13]2[CH:18]=[C:17]([F:19])[CH:16]=[C:15]([F:20])[CH:14]=2)[CH:11]([C:21](=[O:23])C)C(O)(C)C[C:8]1=[O:26])(=O)C>C(O)C>[F:19][C:17]1[CH:18]=[C:13]([CH:12]([CH2:7][C:8]([OH:26])=[O:3])[CH2:11][C:21]([OH:23])=[O:1])[CH:14]=[C:15]([F:20])[CH:16]=1 |f:0.1|. Procedure details: To a hot (95° C.) solution prepared from sodium hydroxide (322 g, 8.1 mol) and deionized water (322 ml) was added a mixture of 2,4-diacetyl-3-(3,5-difluorophenyl)-5-hydroxy-5-methyl-1-cyclohexanone (43 g, 0. 112 mol) in ethanol (322 ml) with rapid stirring. The resulting mixture was refluxed for 4 hrs using an oil bath at 140° C. The ethanol was removed by spin evaporation in vacuo and the resulting slurry was cooled with an ice bath, and concentrated hydrochloric acid (12N) was added to adjust ...